This data is from the Open Reaction Database (ORD), a public repository of structured organic reaction records. The task is: describe an organic reaction: reactants, conditions, products, and yield The reactants are COC(=O)CS, O=C(O)C(F)(F)F, OC(c1ccccc1)(c1ccccc1)c1ccccc1. The product is COC(=O)C(S)C(c1ccccc1)(c1ccccc1)c1ccccc1. As a reaction SMILES: [C:1]([CH2:2][SH:3])(=[O:4])[O:5][CH3:6].[F:27][C:28]([F:29])([F:30])[C:31]([OH:32])=[O:33].[c:7]1([C:13]([OH:14])([c:15]2[cH:16][cH:17][cH:18][cH:19][cH:20]2)[c:21]2[cH:22][cH:23][cH:24][cH:25][cH:26]2)[cH:8][cH:9][cH:10][cH:11][cH:12]1>>[C:1]([CH:2]([SH:3])[C:13]([c:7]1[cH:8][cH:9][cH:10][cH:11][cH:12]1)([c:15]1[cH:16][cH:17][cH:18][cH:19][cH:20]1)[c:21]1[cH:22][cH:23][cH:24][cH:25][cH:26]1)(=[O:4])[O:5][CH3:6]. The reactants are C(C)(C)(C)OC(N([C@@H](C)C(N[C@@H](C(C)C)C(=O)N1[C@@H](CC=2C1=NC=CC2)CNC2=CC=CC=C2)=O)C)=O (methyl-{(S)-1-[(S)-2-methyl-1-((S)-2-phenylaminomethyl-2,3-dihydro-pyrrolo[2,3-b]pyridine-1-carbonyl)-propylcarbamoyl]-ethyl}-carbamic acid tert-butyl ester), Cl (HCl). Conditions: time 3 hour. Procedure details: To a solution of methyl-{(S)-1-[(S)-2-methyl-1-((S)-2-phenylaminomethyl-2,3-dihydro-pyrrolo[2,3-b]pyridine-1-carbonyl)-propylcarbamoyl]-ethyl}-carbamic acid tert-butyl ester (25 mg, 0.05 mmol) in 1,4-dioxane (0.5 mL) was added 4 M HCl in dioxane (0.5 mL) dropwise at 0° C. The reaction mixture was stirred at rt for 3 h then concentrated in vacuo to obtain (S)-2-methylamino-N—[(S)-2-methyl-1-((S)-2-phenylaminomethyl-2,3-dihydro-pyrrolo[2,3-b]pyridine-1-carbonyl)-propyl]-propionamide hydrochloride ... Solvent: O1CCOCC1 (1,4-dioxane), O1CCOCC1 (dioxane). Product: Cl.CN[C@H](C(=O)N[C@@H](C(C)C)C(=O)N1[C@@H](CC=2C1=NC=CC2)CNC2=CC=CC=C2)C ((S)-2-methylamino-N—[(S)-2-methyl-1-((S)-2-phenylaminomethyl-2,3-dihydro-pyrrolo[2,3-b]pyridine-1-carbonyl)-propyl]-propionamide hydrochloride). RXN SMILES: C(O[C:6](=O)[N:7](C)[C@H:8]([C:10](=[O:35])[NH:11][C@H:12]([C:16]([N:18]1[C:22]2=[N:23][CH:24]=[CH:25][CH:26]=[C:21]2[CH2:20][C@H:19]1[CH2:27][NH:28][C:29]1[CH:34]=[CH:33][CH:32]=[CH:31][CH:30]=1)=[O:17])[CH:13]([CH3:15])[CH3:14])[CH3:9])(C)(C)C.[ClH:38]>O1CCOCC1>[ClH:38].[CH3:6][NH:7][C@@H:8]([CH3:9])[C:10]([NH:11][C@H:12]([C:16]([N:18]1[C:22]2=[N:23][CH:24]=[CH:25][CH:26]=[C:21]2[CH2:20][C@H:19]1[CH2:27][NH:28][C:29]1[CH:34]=[CH:33][CH:32]=[CH:31][CH:30]=1)=[O:17])[CH:13]([CH3:15])[CH3:14])=[O:35] |f:3.4|. Reactants: NC1=C(C=CC=C1)S(=O)(=O)N (2-Aminobenzenesulfonamide), O1C(=CC=C2C1=CC=C2)C2=C(C=CC=C2)/C=C/S(=O)(=O)Cl ((E)-2-(4-benzofuran-2-ylphenyl)ethenesulfonyl chloride). The solvent is N1=CC=CC=C1 (pyridine). Conditions: time 2 hour. Yields the product O1C(=CC=C2C1=CC=C2)C2=C(C=CC=C2)/C=C/S(=O)(=O)NC2=C(C=CC=C2)S(=O)(=O)N (2-[[(E)-2-(4-Benzofuran-2-ylphenyl)ethenyl]sulfonylamino]benzenesulfonamide). Yield: 46.0%. Reaction SMILES: [NH2:1][C:2]1[CH:7]=[CH:6][CH:5]=[CH:4][C:3]=1[S:8]([NH2:11])(=[O:10])=[O:9].[O:12]1[C:17]2=[CH:18][CH:19]=[CH:20][C:16]2=[CH:15][CH:14]=[C:13]1[C:21]1[CH:26]=[CH:25][CH:24]=[CH:23][C:22]=1/[CH:27]=[CH:28]/[S:29](Cl)(=[O:31])=[O:30]>N1C=CC=CC=1>[O:12]1[C:17]2=[CH:18][CH:19]=[CH:20][C:16]2=[CH:15][CH:14]=[C:13]1[C:21]1[CH:26]=[CH:25][CH:24]=[CH:23][C:22]=1/[CH:27]=[CH:28]/[S:29]([NH:1][C:2]1[CH:7]=[CH:6][CH:5]=[CH:4][C:3]=1[S:8]([NH2:11])(=[O:9])=[O:10])(=[O:31])=[O:30]. Procedure: 2-Aminobenzenesulfonamide (38 mg, 0.22 mmol) was dissolved in pyridine (2 ml), (E)-2-(4-benzofuran-2-ylphenyl)ethenesulfonyl chloride (70 mg, 0.22 mmol) was added and the mixture stirred for 2 h. The solvent was removed in vacuo and the residue was purified by preparative HPLC (XTerra MS C8 column, acetonitrile/ammonium acetate buffer) to give the title compound (46 mg, 46%). Reactants: Cl (hydrochloric acid), CC1=CC=C(C=C1)C(C)=O (p-methylacetophenone), Cl.CNC (dimethylamine hydrochloride), C=O (paraformaldehyde). Run in C(C)O (ethanol), CC(=O)C (acetone). Conditions: time 4 hour. Product: Cl.CN(CCC(=O)C1=CC=C(C=C1)C)C (3-(Dimethylamino)-4'-methyl propiophenone hydrochloride). RXN SMILES: [CH3:1][C:2]1[CH:7]=[CH:6][C:5]([C:8](=[O:10])[CH3:9])=[CH:4][CH:3]=1.[ClH:11].[CH3:12][NH:13][CH3:14].[CH2:15]=O.Cl>CC(C)=O.C(O)C>[ClH:11].[CH3:12][N:13]([CH3:15])[CH2:14][CH2:9][C:8]([C:5]1[CH:6]=[CH:7][C:2]([CH3:1])=[CH:3][CH:4]=1)=[O:10] |f:1.2,7.8|. Procedure: 53.6 Grams (g) (0.4 mole) of p-methylacetophenone, 42.4 g (0.52 mole) dimethylamine hydrochloride, 15.6 g (0.52 mole) paraformaldehyde and 64 milliliters (ml) ethanol were placed in a round-bottom flask equipped with a condenser and the mixture was heated to reflux with stirring. Next, 0.8 ml of concentrated hydrochloric acid was added to the mixture and refluxing was continued for 4 hours. The mixture was cooled and 600 ml of acetone was added. The desired product precipitated and was filtered ... Starting materials: OCC1CCC2N(CCNC2)C1 ((7RS,9aSR)-7-hydroxymethyl-2,3,4,6,7,8,9,9a-octahydro-1H-pyrido[1,2-a]pyrazine), ClC=1N=NC(=CC1)Cl (3,6-di-chloropyridazine), FC1=CC=C(C=C1)O (4-fluorophenol). The product is FC1=CC=C(OCC2CCC3N(CCN(C3)C=3N=NC(=CC3)Cl)C2)C=C1 ((7RS,9aSR)-7-(4-Fluorophenoxy)methyl-2-(6-chloropyridazin-3-yl)-2,3,4,6,7,8,9,9a-octahydro-1H-pyrido[1,2-a]pyrazine). Reaction SMILES: [OH:1][CH2:2][CH:3]1[CH2:12][N:7]2[CH2:8][CH2:9][NH:10][CH2:11][CH:6]2[CH2:5][CH2:4]1.[Cl:13][C:14]1[N:15]=[N:16][C:17](Cl)=[CH:18][CH:19]=1.[F:21][C:22]1[CH:27]=[CH:26][C:25](O)=[CH:24][CH:23]=1>>[F:21][C:22]1[CH:27]=[CH:26][C:25]([O:1][CH2:2][CH:3]2[CH2:12][N:7]3[CH2:8][CH2:9][N:10]([C:17]4[N:16]=[N:15][C:14]([Cl:13])=[CH:19][CH:18]=4)[CH2:11][CH:6]3[CH2:5][CH2:4]2)=[CH:24][CH:23]=1. Procedure details: A mixture of (7RS,9aSR)-7-hydroxymethyl-2,3,4,6,7,8,9,9a-octahydro-1H-pyrido[1,2-a]pyrazine (U.S. Pat. No. 5,326,874) and 3,6-di-chloropyridazine were combined according to Preparation 3. The product from this reaction was coupled with 4-fluorophenol according to Example 1 to give the title compound. mp (—HCl) 255° C. (dec). HRMS calc for C19H22ClFN4O: 376.1461, found: 376.1458.